This data is from the Open Reaction Database (ORD), a public repository of structured organic reaction records. The task is: describe an organic reaction: reactants, conditions, products, and yield Reactants: NC1=NC=CC(=N1)N1N=C(C2=CC=C(C=C12)Br)C(=O)NC (1-(2-aminopyrimidin-4-yl)-6-bromo-N-methylindazole-3-carboxamide), S1C(=NC=C1)C(C)(C#C)O (2-(1,3-thiazol-2-yl)but-3-yn-2-ol), CC1=CC(=NO1)[C@@](C)(C#C)O ((2R)-2-(5-methyl-1,2-oxazol-3-yl)but-3-yn-2-ol). The product is NC1=NC=CC(=N1)N1N=C(C2=CC=C(C=C12)C#C[C@](C)(C1=NOC(=C1)C)O)C(=O)NC (1-(2-aminopyrimidin-4-yl)-6-[(3R)-3-hydroxy-3-(5-methyl-1,2-oxazol-3-yl)but-1-yn-1-yl]-N-methyl-1H-indazole-3-carboxamide). Reaction SMILES: [NH2:1][C:2]1[N:7]=[C:6]([N:8]2[C:16]3[C:11](=[CH:12][CH:13]=[C:14](Br)[CH:15]=3)[C:10]([C:18]([NH:20][CH3:21])=[O:19])=[N:9]2)[CH:5]=[CH:4][N:3]=1.S1C=CN=C1C(O)(C#C)C.[CH3:32][C:33]1[O:37][N:36]=[C:35]([C@:38]([OH:42])([C:40]#[CH:41])[CH3:39])[CH:34]=1>>[NH2:1][C:2]1[N:7]=[C:6]([N:8]2[C:16]3[C:11](=[CH:12][CH:13]=[C:14]([C:41]#[C:40][C@@:38]([OH:42])([C:35]4[CH:34]=[C:33]([CH3:32])[O:37][N:36]=4)[CH3:39])[CH:15]=3)[C:10]([C:18]([NH:20][CH3:21])=[O:19])=[N:9]2)[CH:5]=[CH:4][N:3]=1. Procedure: The title compound was prepared by procedure described in Example 62-c, by substituting 1-(2-aminopyrimidin-4-yl)-6-bromo-N,N-dimethylindazole-3-carboxamide with 1-(2-aminopyrimidin-4-yl)-6-bromo-N-methylindazole-3-carboxamide and 2-(1,3-thiazol-2-yl)but-3-yn-2-ol with (2R)-2-(5-methyl-1,2-oxazol-3-yl)but-3-yn-2-ol in Step 3: 1H NMR (500 MHz, DMSO) delta 1.87 (3H, s), 2.42 (3H, s), 2.87 (3H, d, J=4.73 Hz), 6.42 (1H, s), 6.60 (1H, s), 7.17 (2H, br. s.), 7.32 (1H, d, J=5.36 Hz), 7.46 (1H, dd, J=8.... The reactants are O=C1CCC(=O)N1Br, O=C(OOC(=O)c1ccccc1)c1ccccc1, ClC(Cl)(Cl)Cl, Cc1ccc2c(-c3cccc(F)c3)cc(=O)oc2c1. The product is O=c1cc(-c2cccc(F)c2)c2ccc(CBr)cc2o1. As a reaction SMILES: [Br:20][N:21]1[C:22](=[O:23])[CH2:24][CH2:25][C:26]1=[O:27].[C:28]([O:29][O:30][C:31](=[O:32])[c:33]1[cH:34][cH:35][cH:36][cH:37][cH:38]1)(=[O:39])[c:40]1[cH:41][cH:42][cH:43][cH:44][cH:45]1.[C:46]([Cl:47])([Cl:48])([Cl:49])[Cl:50].[F:1][c:2]1[cH:3][c:4](-[c:8]2[cH:9][c:10](=[O:19])[o:11][c:12]3[cH:13][c:14]([CH3:18])[cH:15][cH:16][c:17]23)[cH:5][cH:6][cH:7]1>>[F:1][c:2]1[cH:3][c:4](-[c:8]2[cH:9][c:10](=[O:19])[o:11][c:12]3[cH:13][c:14]([CH2:18][Br:20])[cH:15][cH:16][c:17]23)[cH:5][cH:6][cH:7]1. Starting materials: COCCN(C)c1ccc(N)cn1, CCCc1nc(-c2ccccc2Br)oc1C(=O)ON1C(=O)CCC1=O. Product: CCCc1nc(-c2ccccc2Br)oc1C(=O)Nc1ccc(N(C)CCOC)nc1. Reaction SMILES: [CH3:26][O:27][CH2:28][CH2:29][N:30]([c:31]1[n:32][cH:33][c:34]([NH2:37])[cH:35][cH:36]1)[CH3:38].[O:1]=[C:2]1[CH2:3][CH2:4][C:5](=[O:6])[N:7]1[O:8][C:9](=[O:10])[c:11]1[c:12]([CH2:23][CH2:24][CH3:25])[n:13][c:14](-[c:16]2[c:17]([Br:22])[cH:18][cH:19][cH:20][cH:21]2)[o:15]1>>[C:9](=[O:10])([c:11]1[c:12]([CH2:23][CH2:24][CH3:25])[n:13][c:14](-[c:16]2[c:17]([Br:22])[cH:18][cH:19][cH:20][cH:21]2)[o:15]1)[NH:37][c:34]1[cH:33][n:32][c:31]([N:30]([CH2:29][CH2:28][O:27][CH3:26])[CH3:38])[cH:36][cH:35]1. The reactants are CC(C)(C)[O-], Cc1cc2ccccc2[nH]1, ClCc1ccccc1, [K+], C1COCCOCCOCCOCCOCCO1, O. Yields the product Cc1cc2ccccc2n1Cc1ccccc1. As a reaction SMILES: [CH3:19][C:20]([CH3:21])([O-:22])[CH3:23].[CH3:25][c:26]1[nH:27][c:28]2[cH:29][cH:30][cH:31][cH:32][c:33]2[cH:34]1.[Cl:35][CH2:36][c:37]1[cH:38][cH:39][cH:40][cH:41][cH:42]1.[K+:24].[O:1]1[CH2:2][CH2:3][O:4][CH2:5][CH2:6][O:7][CH2:8][CH2:9][O:10][CH2:11][CH2:12][O:13][CH2:14][CH2:15][O:16][CH2:17][CH2:18]1.[OH2:43]>>[CH3:25][c:26]1[n:27]([CH2:36][c:37]2[cH:38][cH:39][cH:40][cH:41][cH:42]2)[c:28]2[cH:29][cH:30][cH:31][cH:32][c:33]2[cH:34]1. Starting materials: BrC=1C=CC(=C(C#N)C1)N1C=NC(=C1)C (5-bromo-2-(4-methyl-imidazol-1-yl)-benzonitrile), COC(=O)C=1N(N=C(C1)N)CC1=CC(=C(C(=C1)F)F)F (5-amino-2-(3,4,5-trifluoro-benzyl)-2H-pyrazole-3-carboxylic acid methyl ester). The product is COC(=O)C=1N(N=C(C1)NC1=CC(=C(C=C1)N1C=NC(=C1)C)C#N)CC1=CC(=C(C(=C1)F)F)F (5-[3-Cyano-4-(4-methyl-imidazol-1-yl)-phenylamino]-2-(3,4,5-trifluoro-benzyl)-2H-pyrazole-3-carboxylic acid methyl ester), solid. Isolated yield 15.0%. RXN SMILES: Br[C:2]1[CH:3]=[CH:4][C:5]([N:10]2[CH:14]=[C:13]([CH3:15])[N:12]=[CH:11]2)=[C:6]([CH:9]=1)[C:7]#[N:8].[CH3:16][O:17][C:18]([C:20]1[N:21]([CH2:26][C:27]2[CH:32]=[C:31]([F:33])[C:30]([F:34])=[C:29]([F:35])[CH:28]=2)[N:22]=[C:23]([NH2:25])[CH:24]=1)=[O:19]>>[CH3:16][O:17][C:18]([C:20]1[N:21]([CH2:26][C:27]2[CH:32]=[C:31]([F:33])[C:30]([F:34])=[C:29]([F:35])[CH:28]=2)[N:22]=[C:23]([NH:25][C:2]2[CH:3]=[CH:4][C:5]([N:10]3[CH:14]=[C:13]([CH3:15])[N:12]=[CH:11]3)=[C:6]([C:7]#[N:8])[CH:9]=2)[CH:24]=1)=[O:19]. Reported procedure: Prepared in analogy to example 1b) starting with 5-bromo-2-(4-methyl-imidazol-1-yl)-benzonitrile and 5-amino-2-(3,4,5-trifluoro-benzyl)-2H-pyrazole-3-carboxylic acid methyl ester. The title compound was obtained as a colorless solid (Yield=15%). MS ISP (m/e): 467.2 (100) [(M+H)+]. Starting materials: CNC, CCO, Cl, O=C1c2ccccc2C(=O)N1CCCCc1ccco1. Product: CN(C)Cc1ccc(CCCCN2C(=O)c3ccccc3C2=O)o1. Reaction SMILES: [CH3:22][NH:23][CH3:24].[CH3:25][CH2:26][OH:27].[ClH:21].[o:1]1[c:2]([CH2:6][CH2:7][CH2:8][CH2:9][N:10]2[C:11](=[O:20])[c:12]3[cH:13][cH:14][cH:15][cH:16][c:17]3[C:18]2=[O:19])[cH:3][cH:4][cH:5]1>>[o:1]1[c:2]([CH2:6][CH2:7][CH2:8][CH2:9][N:10]2[C:11](=[O:20])[c:12]3[cH:13][cH:14][cH:15][cH:16][c:17]3[C:18]2=[O:19])[cH:3][cH:4][c:5]1[CH2:25][N:23]([CH3:22])[CH3:24]. The reactants are C(C1=CC=CC=C1)N1C(CC1[C@H]1N(C[C@@H](C1)O[Si](C)(C)C(C)(C)C)C(=O)OC(C)(C)C)=O ((2S,4R)-2-(N-benzyl-2-azetidinon-4-yl)-N-tert-butoxycarbonyl-4-tert-butyldimethylsiloxypyrrolidine), [Na] (sodium). The product is N1C(CC1[C@H]1N(C[C@@H](C1)O[Si](C)(C)C(C)(C)C)C(=O)OC(C)(C)C)=O ((2S,4R)-2-(2-azetidinon-4-yl)-N-tert-butoxycarbonyl-4-tert-butyldimethylsiloxypyrrolidine). Isolated yield 88.4%. RXN SMILES: C([N:8]1[CH:11]([C@@H:12]2[CH2:16][C@@H:15]([O:17][Si:18]([C:21]([CH3:24])([CH3:23])[CH3:22])([CH3:20])[CH3:19])[CH2:14][N:13]2[C:25]([O:27][C:28]([CH3:31])([CH3:30])[CH3:29])=[O:26])[CH2:10][C:9]1=[O:32])C1C=CC=CC=1.[Na]>>[NH:8]1[CH:11]([C@@H:12]2[CH2:16][C@@H:15]([O:17][Si:18]([C:21]([CH3:24])([CH3:23])[CH3:22])([CH3:20])[CH3:19])[CH2:14][N:13]2[C:25]([O:27][C:28]([CH3:31])([CH3:30])[CH3:29])=[O:26])[CH2:10][C:9]1=[O:32] |^1:32|. Procedure: The same procedure as in Reference Example 3-3 was carried out by using (2S,4R)-2-(N-benzyl-2-azetidinon-4-yl)-N-tert-butoxycarbonyl-4-tert-butyldimethylsiloxypyrrolidine diastereomer A (500 mg, 1.05 mmol) and sodium metal (75 mg, 3.26 mmol) to obtain (2S,4R)-2-(2-azetidinon-4-yl)-N-tert-butoxycarbonyl-4-tert-butyldimethylsiloxypyrrolidine diastereomer A (360 mg, yield: 88.4%).